Dataset: the Open Reaction Database (ORD), a public repository of structured organic reaction records. Task: describe an organic reaction: reactants, conditions, products, and yield Starting materials: C(C)C1=C(C=C(S1)C(C)=O)C1=CC=CC=C1 (1-(5-ethyl-4-phenyl-thiophen-2-yl)-ethanone), CC=1C=C(C=O)C=C(C1O)C (3,5-dimethyl-4-hydroxybenzaldehyde). Solvent: C(C)O (ethanol), Cl (HCl), C(C)(C)O (isopropanol), O (water). Conditions: time 1.5 hour. Product: OC1=C(C=C(C=C1C)CCC(=O)C=1SC(=C(C1)C1=CC=CC=C1)CC)C (3-(4-hydroxy-3,5-dimethyl-phenyl)-1-(5-ethyl-4-phenyl-thiophen-2-yl)-propan-1-one). Yield: 58.2%. Reaction SMILES: [CH2:1]([C:3]1[S:7][C:6]([C:8](=[O:10])[CH3:9])=[CH:5][C:4]=1[C:11]1[CH:16]=[CH:15][CH:14]=[CH:13][CH:12]=1)[CH3:2].[CH3:17][C:18]1[CH:19]=[C:20]([CH:23]=[C:24]([CH3:27])[C:25]=1[OH:26])[CH:21]=O>C(O)C.Cl.C(O)(C)C.O>[OH:26][C:25]1[C:24]([CH3:27])=[CH:23][C:20]([CH2:21][CH2:9][C:8]([C:6]2[S:7][C:3]([CH2:1][CH3:2])=[C:4]([C:11]3[CH:16]=[CH:15][CH:14]=[CH:13][CH:12]=3)[CH:5]=2)=[O:10])=[CH:19][C:18]=1[CH3:17]. Reported procedure: A solution of 1-(5-ethyl-4-phenyl-thiophen-2-yl)-ethanone (64 mg, 0.278 mmol) and 3,5-dimethyl-4-hydroxybenzaldehyde (53 mg, 0.334 mmol) in ethanol (1.2 mL) and 5 N HCl in isopropanol (0.6 mL) is stirred at rt for 1 h. The dark green solution is diluted with water and extracted with EA. The organic extract is evaporated, dissolved in methanol (1 mL) and THF (1 mL), and treated with Pd/C (60 mg, 10% Pd). The slurry is hydrogenated under 1.4 bar of H2 for 1.5 h. The mixture is filtered over celite... Starting materials: NC1=NC(=NC=C1C(=O)C1=C(C=C(C(=C1)OC)C)F)S(=O)CC ((4-amino-2-ethanesulfinyl-pyrimidin-5-yl)-(2-fluoro-5-methoxy-4-methyl-phenyl)-methanone), FC(C(=O)O)(F)F.CS(=O)(=O)N1CCC(CC1)N (1-methanesulfonyl-piperidin-4-ylamine; compound with trifluoroacetic acid). The product is NC1=NC(=NC=C1C(=O)C1=C(C=C(C(=C1)OC)C)F)NC1CCN(CC1)S(=O)(=O)C ([4-amino-2-(1-methanesulfonyl-piperidin-4-ylamino)-pyrimidin-5-yl]-(2-fluoro-5-methoxy-4-methyl-phenyl)-methanone). RXN SMILES: [NH2:1][C:2]1[C:7]([C:8]([C:10]2[CH:15]=[C:14]([O:16][CH3:17])[C:13]([CH3:18])=[CH:12][C:11]=2[F:19])=[O:9])=[CH:6][N:5]=[C:4](S(CC)=O)[N:3]=1.FC(F)(F)C(O)=O.[CH3:31][S:32]([N:35]1[CH2:40][CH2:39][CH:38]([NH2:41])[CH2:37][CH2:36]1)(=[O:34])=[O:33]>>[NH2:1][C:2]1[C:7]([C:8]([C:10]2[CH:15]=[C:14]([O:16][CH3:17])[C:13]([CH3:18])=[CH:12][C:11]=2[F:19])=[O:9])=[CH:6][N:5]=[C:4]([NH:41][CH:38]2[CH2:39][CH2:40][N:35]([S:32]([CH3:31])(=[O:34])=[O:33])[CH2:36][CH2:37]2)[N:3]=1 |f:1.2|. Procedure details: The same procedure as described in Example 326 was used, starting with (4-amino-2-ethanesulfinyl-pyrimidin-5-yl)-(2-fluoro-5-methoxy-4-methyl-phenyl)-methanone (Example 384) and 1-methanesulfonyl-piperidin-4-ylamine; compound with trifluoroacetic acid (Example 162) to give [4-amino-2-(1-methanesulfonyl-piperidin-4-ylamino)-pyrimidin-5-yl]-(2-fluoro-5-methoxy-4-methyl-phenyl)-methanone as a white solid. MS (M+H)+, 438.